Dataset: the Open Reaction Database (ORD), a public repository of structured organic reaction records. Task: describe an organic reaction: reactants, conditions, products, and yield The reactants are [Na+].[Cl-] (NaCl), C[Si](C)(C)[N-][Si](C)(C)C.[Li+] (lithium bis(trimethylsilyl)amide), C(C=C)OC1=C(C(=O)OC(C)(C)C)C(=CC=C1C(F)(F)F)COC1=CC=C(C=C1)C1=C(C=C(C=C1)CC(=O)OC)CC (tert-butyl 2-(allyloxy)-6-[({2′-ethyl-4′-[(methoxycarbonyl)methyl]-1,1′-biphenyl-4-yl}oxy)methyl]-3-(trifluoromethyl)benzoate), CI (methyl iodide). Run in O1CCCC1 (tetrahydrofuran). Run at time 0.5 hour. Product: C(C=C)OC1=C(C(=O)OC(C)(C)C)C(=CC=C1C(F)(F)F)COC1=CC=C(C=C1)C1=C(C=C(C=C1)C(C)C(=O)OC)CC (tert-butyl 2-(allyloxy)-6-[({2′-ethyl-4′-[1-(methoxycarbonyl)ethyl]-1,1′-biphenyl-4-yl}oxy)methyl]-3-(trifluoromethyl)benzoate). Isolated yield 26.4%. Reaction SMILES: C[Si]([N-][Si](C)(C)C)(C)C.[Li+].[CH2:11]([O:14][C:15]1[C:27]([C:28]([F:31])([F:30])[F:29])=[CH:26][CH:25]=[C:24]([CH2:32][O:33][C:34]2[CH:39]=[CH:38][C:37]([C:40]3[CH:45]=[CH:44][C:43]([CH2:46][C:47]([O:49][CH3:50])=[O:48])=[CH:42][C:41]=3[CH2:51][CH3:52])=[CH:36][CH:35]=2)[C:16]=1[C:17]([O:19][C:20]([CH3:23])([CH3:22])[CH3:21])=[O:18])[CH:12]=[CH2:13].[CH3:53]I.[Na+].[Cl-]>O1CCCC1>[CH2:11]([O:14][C:15]1[C:27]([C:28]([F:30])([F:31])[F:29])=[CH:26][CH:25]=[C:24]([CH2:32][O:33][C:34]2[CH:35]=[CH:36][C:37]([C:40]3[CH:45]=[CH:44][C:43]([CH:46]([C:47]([O:49][CH3:50])=[O:48])[CH3:53])=[CH:42][C:41]=3[CH2:51][CH3:52])=[CH:38][CH:39]=2)[C:16]=1[C:17]([O:19][C:20]([CH3:23])([CH3:22])[CH3:21])=[O:18])[CH:12]=[CH2:13] |f:0.1,4.5|. Reported procedure: After lithium bis(trimethylsilyl)amide (1M n-hexane solution, 0.32 ml, 0.32 mmol) was added to a solution of tert-butyl 2-(allyloxy)-6-[({2′-ethyl-4′-[(methoxycarbonyl)methyl]-1,1′-biphenyl-4-yl}oxy)methyl]-3-(trifluoromethyl)benzoate (105 mg, 0.19 mmol) in tetrahydrofuran (2 ml) at −78° C. under nitrogen atmosphere and the mixture was stirred for 0.5 hours, methyl iodide (30 μl, 0.48 mmol) was added thereto and the mixture was stirred for 1 hour. After a saturated aqueous NaCl solution was adde...